The task is: describe an organic reaction: reactants, conditions, products, and yield. This data is from the Open Reaction Database (ORD), a public repository of structured organic reaction records. Starting materials: [C+4], COc1c(NC(=O)OCc2ccccc2)ccc2c1c(-c1cc3ccccc3s1)nn2C(c1ccccc1)(c1ccccc1)c1ccccc1, CCOC(C)=O, CO, [OH-], [OH-], [OH-], [OH-], [OH-], [OH-], [Pd+2]. Product: COc1c(N)ccc2c1c(-c1cc3ccccc3s1)nn2C(c1ccccc1)(c1ccccc1)c1ccccc1. Reaction SMILES: [C+4:59].[CH2:1]([O:2][C:3](=[O:4])[NH:10][c:11]1[c:12]([O:48][CH3:49])[c:13]2[c:14](-[c:39]3[cH:40][c:41]4[c:42]([s:43]3)[cH:44][cH:45][cH:46][cH:47]4)[n:15][n:16]([C:20]([c:21]3[cH:22][cH:23][cH:24][cH:25][cH:26]3)([c:27]3[cH:28][cH:29][cH:30][cH:31][cH:32]3)[c:33]3[cH:34][cH:35][cH:36][cH:37][cH:38]3)[c:17]2[cH:18][cH:19]1)[c:5]1[cH:6][cH:7][cH:8][cH:9][cH:50]1.[CH3:51][CH2:52][O:53][C:54](=[O:55])[CH3:56].[CH3:57][OH:58].[OH-:60].[OH-:62].[OH-:63].[OH-:64].[OH-:65].[OH-:66].[Pd+2:61]>>[NH2:10][c:11]1[c:12]([O:48][CH3:49])[c:13]2[c:14](-[c:39]3[cH:40][c:41]4[c:42]([s:43]3)[cH:44][cH:45][cH:46][cH:47]4)[n:15][n:16]([C:20]([c:21]3[cH:22][cH:23][cH:24][cH:25][cH:26]3)([c:27]3[cH:28][cH:29][cH:30][cH:31][cH:32]3)[c:33]3[cH:34][cH:35][cH:36][cH:37][cH:38]3)[c:17]2[cH:18][cH:19]1. Starting materials: [H-].[Na+] (NaH), OCC1(OCCCC1)C(=O)OCC (ethyl 2-(hydroxymethyl)tetrahydro-2H-pyran-2-carboxylate), S(=O)(=O)(OC)OC (dimethyl sulfate). Solvent: C1CCOC1 (THF). Run at time 8 hour. Yields the product COCC1(OCCCC1)C(=O)OCC (ethyl 2-(methoxymethyl)tetrahydro-2H-pyran-2-carboxylate). Reaction SMILES: [H-].[Na+].[OH:3][CH2:4][C:5]1([C:11]([O:13][CH2:14][CH3:15])=[O:12])[CH2:10][CH2:9][CH2:8][CH2:7][O:6]1.S(OC)(O[CH3:20])(=O)=O>C1COCC1>[CH3:20][O:3][CH2:4][C:5]1([C:11]([O:13][CH2:14][CH3:15])=[O:12])[CH2:10][CH2:9][CH2:8][CH2:7][O:6]1 |f:0.1|. Procedure details: 60% NaH (40.3 mg, 1.007 mmol) was added to a cold (−20° C.) solution of ethyl 2-(hydroxymethyl)tetrahydro-2H-pyran-2-carboxylate (158 mg, 0.839 mmol) in THF (3 mL) and the mixture was allowed to warm to rt over ˜30 min. Neat dimethyl sulfate (127 mg, 1.007 mmol) was added at 0° C. and allowed to warm to rt and stirred overnight. Excess dimethyl sulfate was quenched with TEA, and then acidified with 1N HCl, product was extracted with ether, washed with water, brine and dried (MgSO4). Crude isolat... Starting materials: ClC1=C(C(=O)Cl)C=CC=C1 (o-chlorobenzoyl chloride), N[C@H](CC1=CNC2=CC=CC=C12)C(=O)O (D-tryptophane). Product: ClC1=C(C(=O)N[C@H](CC2=CNC3=CC=CC=C23)C(=O)O)C=CC=C1 (N-o-chlorobenzoyl-D-tryptophane). Isolated yield 83.0%. RXN SMILES: [Cl:1][C:2]1[CH:10]=[CH:9][CH:8]=[CH:7][C:3]=1[C:4](Cl)=[O:5].[NH2:11][C@@H:12]([C:23]([OH:25])=[O:24])[CH2:13][C:14]1[C:22]2[C:17](=[CH:18][CH:19]=[CH:20][CH:21]=2)[NH:16][CH:15]=1>>[Cl:1][C:2]1[CH:10]=[CH:9][CH:8]=[CH:7][C:3]=1[C:4]([NH:11][C@@H:12]([C:23]([OH:25])=[O:24])[CH2:13][C:14]1[C:22]2[C:17](=[CH:18][CH:19]=[CH:20][CH:21]=2)[NH:16][CH:15]=1)=[O:5]. Procedure details: The same procedure is used as in Example 1, o-chlorobenzoyl chloride and D-tryptophane being used. Yield 83%. Melting point 74° to 83° C. The reactants are Cl (hydrochloric acid), P([O-])([O-])([O-])=S.[Na+].[Na+].[Na+] (trisodium phosphorothioate), ice, Cl.C(N)(=O)C1CN(CCC1)C(CCl)=N (2-[(3RS)-3-carbamoylpiperidin-1-yl]-2-iminoethylchloride hydrochloride). The solvent is O (water). Conditions: time 1 hour. Yields the product Cl.C(N)(=O)C1CN(CCC1)C(CS)=N (2-[(3RS)-3-carbamoylpiperidin-1-yl]-2-iminoethylmercaptan hydrochloride). Isolated yield 105.9%. As a reaction SMILES: P(=[S:5])([O-])([O-])[O-].[Na+].[Na+].[Na+].Cl.[C:10]([CH:13]1[CH2:18][CH2:17][CH2:16][N:15]([C:19](=[NH:22])[CH2:20][Cl:21])[CH2:14]1)(=[O:12])[NH2:11].Cl>O>[ClH:21].[C:10]([CH:13]1[CH2:18][CH2:17][CH2:16][N:15]([C:19](=[NH:22])[CH2:20][SH:5])[CH2:14]1)(=[O:12])[NH2:11] |f:0.1.2.3,4.5,8.9|. Reported procedure: 1.43 g of trisodium phosphorothioate were added to an ice-cooled solution of 2.04 g of 2-[(3RS)-3-carbamoylpiperidin-1-yl]-2-iminoethylchloride hydrochloride in 9.7 ml of water, and the mixture was stirred at room temperature for one hour. 7.9 ml of 1N hydrochloric acid were then added, and the mixture was heated at 50° C. for 30 minutes. The reaction mixture was then worked up in the same manner as in Example 3(2) to give 2.0 g of 2-[(3RS)-3-carbamoylpiperidin-1-yl]-2-iminoethylmercaptan hydroc... The reactants are NCCO, O=C(O)c1ccccc1S(=O)(=O)Cc1c(OC(Cn2ccnc2)c2ccccc2)ccc2c1CCCC2=O. The product is O=C(NCCO)c1ccccc1S(=O)(=O)Cc1c(OC(Cn2ccnc2)c2ccccc2)ccc2c1CCCC2=O. As a reaction SMILES: [NH2:39][CH2:40][CH2:41][OH:42].[n:1]1([CH2:6][CH:7]([c:8]2[cH:9][cH:10][cH:11][cH:12][cH:13]2)[O:14][c:15]2[c:16]([CH2:26][S:27](=[O:28])(=[O:29])[c:30]3[c:31]([C:32](=[O:33])[OH:34])[cH:35][cH:36][cH:37][cH:38]3)[c:17]3[c:22]([cH:23][cH:24]2)[C:21](=[O:25])[CH2:20][CH2:19][CH2:18]3)[cH:2][n:3][cH:4][cH:5]1>>[n:1]1([CH2:6][CH:7]([c:8]2[cH:9][cH:10][cH:11][cH:12][cH:13]2)[O:14][c:15]2[c:16]([CH2:26][S:27](=[O:28])(=[O:29])[c:30]3[c:31]([C:32](=[O:34])[NH:39][CH2:40][CH2:41][OH:42])[cH:35][cH:36][cH:37][cH:38]3)[c:17]3[c:22]([cH:23][cH:24]2)[C:21](=[O:25])[CH2:20][CH2:19][CH2:18]3)[cH:2][n:3][cH:4][cH:5]1. Starting materials: CN1N=NN=C1C (1,5-dimethyltetrazole), C(=O)=O.CC(=O)C (dry ice acetone), C(CCC)[Li] (n-butyllithium), CN1N=NN=C1C (1,5-dimethyltetrazole), ClC(=O)OCC (ethyl chloroformate). Solvent: O1CCCC1 (tetrahydrofuran), CN(P(=O)(N(C)C)N(C)C)C (hexamethylphosphoramide), Cl (HCl), [Cl-].[Na+] (sodium chloride), O1CCCC1 (tetrahydrofuran). Conditions: time 40 minute. The product is CN1N=NN=C1CC(=O)OCC (Ethyl 1-Methyl-5-tetrazolylacetate). RXN SMILES: [CH3:1][N:2]1[C:6]([CH3:7])=[N:5][N:4]=[N:3]1.C(=O)=O.CC(C)=O.C([Li])CCC.Cl[C:21]([O:23][CH2:24][CH3:25])=[O:22]>O1CCCC1.CN(C)P(N(C)C)(N(C)C)=O.Cl.[Cl-].[Na+]>[CH3:1][N:2]1[C:6]([CH2:7][C:21]([O:23][CH2:24][CH3:25])=[O:22])=[N:5][N:4]=[N:3]1 |f:1.2,8.9|. Reported procedure: To a solution of 1,5-dimethyltetrazole (10 g) in 100 mL of dry tetrahydrofuran and 20 mL of hexamethylphosphoramide at -78° C. (dry ice-acetone) under an argon atmosphere was added dropwise 50 mL (1.2 equivalent) of n-butyllithium (2.5M in hexane). The deprotonation of 1,5-dimethyltetrazole was allowed to proceed at -78° C. for 40 minutes, then at -20° C. to 30 minutes. The anion solution was rechilled at -78° C. and transferred via a cannula over a period of 45 minutes into a cold (-78° C.) sol... Reactants: CC#N, O=C=NS(=O)(=O)Oc1ccc(Cl)cc1, CCCc1c2[nH]c(C(=O)OC)cc(=O)c2cc2c(=O)cc(C(=O)OCC)oc12. Yields the product CCCc1c2nc(C(=O)OC)cc(N)c2cc2c(=O)cc(C(=O)OCC)oc12. As a reaction SMILES: [CH3:43][C:44]#[N:45].[Cl:1][c:2]1[cH:3][cH:4][c:5]([O:6][S:7]([N:10]=[C:8]=[O:9])(=[O:11])=[O:12])[cH:13][cH:14]1.[O:15]=[c:16]1[cH:17][c:18]([C:38](=[O:39])[O:40][CH2:41][CH3:42])[o:19][c:20]2[c:21]1[cH:22][c:23]1[c:24](=[O:37])[cH:25][c:26]([C:33](=[O:34])[O:35][CH3:36])[nH:27][c:28]1[c:29]2[CH2:30][CH2:31][CH3:32]>>[NH2:10][c:24]1[c:23]2[cH:22][c:21]3[c:16](=[O:15])[cH:17][c:18]([C:38](=[O:39])[O:40][CH2:41][CH3:42])[o:19][c:20]3[c:29]([CH2:30][CH2:31][CH3:32])[c:28]2[n:27][c:26]([C:33](=[O:34])[O:35][CH3:36])[cH:25]1.